Dataset: the Open Reaction Database (ORD), a public repository of structured organic reaction records. Task: describe an organic reaction: reactants, conditions, products, and yield The reactants are CC(=O)NC1=C(C=C(C=C1)Cl)Cl (2,4-dichloroacetanilide), S(O)(O)(=O)=O (sulfuric acid), ClS(=O)(=O)O (chlorosulfonic acid), Cl (hydrogen chloride). Reaction conditions: temperature 130 celsius, time 1 hour. The product is ClC1=C(N)C(=CC(=C1)Cl)S(=O)(=O)O (2,4-dichloroaniline-6-sulfonic acid). Isolated yield 100.0%. As a reaction SMILES: CC([NH:4][C:5]1[CH:10]=[CH:9][C:8]([Cl:11])=[CH:7][C:6]=1[Cl:12])=O.[S:13](=O)(=[O:16])([OH:15])[OH:14].ClS(O)(=O)=O.Cl>>[Cl:12][C:6]1[CH:7]=[C:8]([Cl:11])[CH:9]=[C:10]([S:13]([OH:16])(=[O:15])=[O:14])[C:5]=1[NH2:4]. Procedure details: 204 parts of the crude 2,4-dichloroacetanilide are added to 300 parts of 100% strength sulfuric acid, while stirring. Thereafter, the mixture is heated further to 130° C., and 235 parts of chlorosulfonic acid are added dropwise at this temperature in such a manner that the hydrogen chloride gas liberated can readily be removed. Stirring is then continued at from 135° to 140° C. until the sulfonation is complete, this taking about 1 hour. The mixture is then left to cool to 50°-80° C., and is pou...